From a dataset of the Open Reaction Database (ORD), a public repository of structured organic reaction records. describe an organic reaction: reactants, conditions, products, and yield Starting materials: CCO, Cl, NO, O=C(Cc1ccccc1)CN1C(=O)c2ccccc2C1=O, c1ccncc1. The product is O=C1c2ccccc2C(=O)N1CC(Cc1ccccc1)=NO. As a reaction SMILES: [CH2:25]([OH:26])[CH3:27].[ClH:1].[NH2:2][OH:3].[c:4]1([CH2:10][C:11](=[O:12])[CH2:13][N:14]2[C:15](=[O:24])[c:16]3[c:17]([cH:20][cH:21][cH:22][cH:23]3)[C:18]2=[O:19])[cH:5][cH:6][cH:7][cH:8][cH:9]1.[n:28]1[cH:29][cH:30][cH:31][cH:32][cH:33]1>>[N:2]([OH:3])=[C:11]([CH2:10][c:4]1[cH:5][cH:6][cH:7][cH:8][cH:9]1)[CH2:13][N:14]1[C:15](=[O:24])[c:16]2[c:17]([cH:20][cH:21][cH:22][cH:23]2)[C:18]1=[O:19]. The reactants are C1CCOC1, Cc1ccccc1N1CCNCC1c1cccc(-c2cccc(S(C)(=O)=O)c2)c1, CCOC(C)=O, Cl, O, O=S(=O)(Cl)c1ccccc1. As a reaction SMILES: [CH2:48]1[O:49][CH2:50][CH2:51][CH2:52]1.[CH3:2][S:3](=[O:4])(=[O:5])[c:6]1[cH:7][c:8](-[c:12]2[cH:13][c:14]([CH:18]3[N:19]([c:24]4[c:25]([CH3:30])[cH:26][cH:27][cH:28][cH:29]4)[CH2:20][CH2:21][NH:22][CH2:23]3)[cH:15][cH:16][cH:17]2)[cH:9][cH:10][cH:11]1.[CH3:42][CH2:43][O:44][C:45](=[O:46])[CH3:47].[ClH:1].[OH2:41].[c:31]1([S:37](=[O:38])(=[O:39])[Cl:40])[cH:32][cH:33][cH:34][cH:35][cH:36]1>>[CH3:2][S:3](=[O:4])(=[O:5])[c:6]1[cH:7][c:8](-[c:12]2[cH:13][c:14]([CH:18]3[N:19]([c:24]4[c:25]([CH3:30])[cH:26][cH:27][cH:28][cH:29]4)[CH2:20][CH2:21][N:22]([S:37]([c:31]4[cH:32][cH:33][cH:34][cH:35][cH:36]4)(=[O:38])=[O:39])[CH2:23]3)[cH:15][cH:16][cH:17]2)[cH:9][cH:10][cH:11]1. Yields the product Cc1ccccc1N1CCN(S(=O)(=O)c2ccccc2)CC1c1cccc(-c2cccc(S(C)(=O)=O)c2)c1. RXN SMILES: C(=O)([O-])[O-].[K+].[K+].O.CO.C([O:13][C@@H:14]1[C@H:18]([O:19][CH2:20][C:21]2[CH:26]=[CH:25][CH:24]=[CH:23][CH:22]=2)[C@@:17]([CH2:46][O:47][S:48]([C:51]2[CH:56]=[CH:55][C:54]([CH3:57])=[CH:53][CH:52]=2)(=[O:50])=[O:49])([CH2:27][O:28][Si:29]([C:42]([CH3:45])([CH3:44])[CH3:43])([C:36]2[CH:41]=[CH:40][CH:39]=[CH:38][CH:37]=2)[C:30]2[CH:35]=[CH:34][CH:33]=[CH:32][CH:31]=2)[O:16][C@H:15]1[N:58]1[CH:65]=[C:64]([CH3:66])[C:62](=[O:63])[NH:61][C:59]1=[O:60])(=O)C>C(O)(=O)C>[CH2:20]([O:19][C@@H:18]1[C@@:17]([CH2:46][O:47][S:48]([C:51]2[CH:56]=[CH:55][C:54]([CH3:57])=[CH:53][CH:52]=2)(=[O:49])=[O:50])([CH2:27][O:28][Si:29]([C:42]([CH3:44])([CH3:43])[CH3:45])([C:36]2[CH:37]=[CH:38][CH:39]=[CH:40][CH:41]=2)[C:30]2[CH:35]=[CH:34][CH:33]=[CH:32][CH:31]=2)[O:16][C@@H:15]([N:58]2[CH:65]=[C:64]([CH3:66])[C:62](=[O:63])[NH:61][C:59]2=[O:60])[C@@H:14]1[OH:13])[C:21]1[CH:22]=[CH:23][CH:24]=[CH:25][CH:26]=1 |f:0.1.2|. Starting materials: C([O-])([O-])=O.[K+].[K+] (Potassium carbonate), O (water), CO (methyl alcohol), C(C)(=O)O[C@H]1[C@@H](O[C@@]([C@H]1OCC1=CC=CC=C1)(CO[Si](C1=CC=CC=C1)(C1=CC=CC=C1)C(C)(C)C)COS(=O)(=O)C1=CC=C(C=C1)C)N1C(=O)NC(=O)C(=C1)C (2′-O-acetyl-3′-O-benzyl-5′-O-t-butyldiphenylsilyl-4′-p-toluenesulfonyloxymethyl-5-methyluridine). Run at time 22 hour. Yields the product C(C1=CC=CC=C1)O[C@H]1[C@H]([C@@H](O[C@@]1(CO[Si](C1=CC=CC=C1)(C1=CC=CC=C1)C(C)(C)C)COS(=O)(=O)C1=CC=C(C=C1)C)N1C(=O)NC(=O)C(=C1)C)O (3′-O-benzyl-5′-O-t-butyldiphenylsilyl-4′-p-toluenesulfonyloxymethyl-5-methyluridine). Run in C(C)(=O)O (acetic acid). Procedure: Potassium carbonate (12.75 mg, 0.0923 mmol) and water (0.5 ml) were added, under cooling with ice, to a methyl alcohol solution (4 ml) of Compound 35 (250 mg, 0.308 mmol), and the mixture was stirred for 22 hours at room temperature. Under cooling with ice, acetic acid was added to the reaction mixture to neutralize it, whereafter the solvent was distilled off under reduced pressure. After water was added to the residue, the mixture was extracted with ethyl acetate. The organic phase was washed ... Yield: 91.9%. Reactants: [Al+3], [Cl-], [Cl-], [Cl-], Clc1ccc2ccccc2c1, Cl, Cl, O=C(Cl)C1CCNCC1, O=[N+]([O-])c1ccccc1, O. Yields the product O=C(c1ccc2cc(Cl)ccc2c1)C1CCNCC1. As a reaction SMILES: [Al+3:23].[Cl-:22].[Cl-:24].[Cl-:25].[Cl:1][c:2]1[cH:3][c:4]2[cH:5][cH:6][cH:7][cH:8][c:9]2[cH:10][cH:11]1.[ClH:12].[ClH:26].[NH:13]1[CH2:14][CH2:15][CH:16]([C:19](=[O:20])[Cl:21])[CH2:17][CH2:18]1.[O-:27][N+:28]([c:29]1[cH:30][cH:31][cH:32][cH:33][cH:34]1)=[O:35].[OH2:36]>>[Cl:1][c:2]1[cH:3][c:4]2[cH:5][cH:6][c:7]([C:19]([CH:16]3[CH2:15][CH2:14][NH:13][CH2:18][CH2:17]3)=[O:20])[cH:8][c:9]2[cH:10][cH:11]1. Reactants: ClCCCl, CN1CCOCC1, ClCCl, NCc1ccccc1, O=C(O)C1COCC(=O)N1Cc1ccccc1, On1nnc2cccnc21. Product: O=C(NCc1ccccc1)C1COCC(=O)N1Cc1ccccc1. RXN SMILES: [CH2:43]([Cl:44])[CH2:45][Cl:46].[CH3:26][N:27]1[CH2:28][CH2:29][O:30][CH2:31][CH2:32]1.[Cl:47][CH2:48][Cl:49].[NH2:18][CH2:19][c:20]1[cH:21][cH:22][cH:23][cH:24][cH:25]1.[O:1]=[C:2]1[N:3]([CH2:11][c:12]2[cH:13][cH:14][cH:15][cH:16][cH:17]2)[CH:4]([C:8](=[O:9])[OH:10])[CH2:5][O:6][CH2:7]1.[OH:33][n:34]1[c:35]2[n:36][cH:37][cH:38][cH:39][c:40]2[n:41][n:42]1>>[O:1]=[C:2]1[N:3]([CH2:11][c:12]2[cH:13][cH:14][cH:15][cH:16][cH:17]2)[CH:4]([C:8](=[O:10])[NH:18][CH2:19][c:20]2[cH:21][cH:22][cH:23][cH:24][cH:25]2)[CH2:5][O:6][CH2:7]1. Reactants: C(C)(=O)C(C(CC(=O)OC)C=O)(CC#CCC)C(=O)OC (methyl 4-acetyl-4-methoxycarbonyl-3-formyl-6-nonynoate). Solvent: C1=CC=CC=C1 (benzene), C(C)(=O)O (acetic acid), N1CCCCC1 (piperidine). Yields the product COC(=O)C1(C(C=CC1=O)CC(=O)OC)CC#CCC (5-methoxycarbonyl-4-methoxycarbonylmethyl-5-(2-pentynyl)-2-cyclopentenone). As a reaction SMILES: [C:1]([C:4]([C:18]([O:20][CH3:21])=[O:19])([CH2:13][C:14]#[C:15][CH2:16][CH3:17])[CH:5]([CH:11]=O)[CH2:6][C:7]([O:9][CH3:10])=[O:8])(=[O:3])[CH3:2]>C1C=CC=CC=1.C(O)(=O)C.N1CCCCC1>[CH3:21][O:20][C:18]([C:4]1([CH2:13][C:14]#[C:15][CH2:16][CH3:17])[C:1](=[O:3])[CH:2]=[CH:11][CH:5]1[CH2:6][C:7]([O:9][CH3:10])=[O:8])=[O:19]. Procedure details: The compound (7) (500 mg) obtained above is dissolved in 200 ml of benzene containing 1 ml of acetic acid and 1 ml of piperidine, and the solution is refluxed for 6 hours. On completion of the reaction, the solvent is removed and the residue dissolved in ethyl acetate. The solution is washed with 10% hydrochloric acid and an aqueous solution of sodium bicarbonate and then dried. The product is concentrated, and the residue purified by a silica gel column, giving 5-methoxycarbonyl-4-methoxycarbon... Starting materials: BrCC(OCC)OCC (2-bromo-1,1-diethoxyethane), COC1=C(C=CC=C1OC)O (2,3-dimethoxyphenol), C([O-])([O-])=O.[K+].[K+] (potassium carbonate). The solvent is CN(C(C)=O)C (N,N-dimethylacetamide). Run at temperature 140 celsius, time 24 hour. The product is C(C)OC(COC1=C(C(=CC=C1)OC)OC)OCC (1-(2,2-diethoxyethoxy)-2,3-dimethoxybenzene). The yield is 87.7%. RXN SMILES: Br[CH2:2][CH:3]([O:7][CH2:8][CH3:9])[O:4][CH2:5][CH3:6].[CH3:10][O:11][C:12]1[C:17]([O:18][CH3:19])=[CH:16][CH:15]=[CH:14][C:13]=1[OH:20].C(=O)([O-])[O-].[K+].[K+]>CN(C)C(=O)C>[CH2:5]([O:4][CH:3]([O:7][CH2:8][CH3:9])[CH2:2][O:20][C:13]1[CH:14]=[CH:15][CH:16]=[C:17]([O:18][CH3:19])[C:12]=1[O:11][CH3:10])[CH3:6] |f:2.3.4|. Procedure: 2-bromo-1,1-diethoxyethane (0.097 mol) was added to a mixture of 2,3-dimethoxyphenol (0.097 mol) and potassium carbonate (0.097 mol) in N,N-dimethylacetamide (200 ml). The reaction mixture was stirred for 24 hours at 140° C. The solvent was evaporated. The residue was partitioned between 1,1'-oxybisethane and a solution of NaOH in water. The organic layer was separated, washed with a saturated NaCl solution, dried (MgSO4), filtered and the solvent was evaporated, yielding 23 g (87.7%) of 1-(2,2-...